Task: describe an organic reaction: reactants, conditions, products, and yield. Dataset: the Open Reaction Database (ORD), a public repository of structured organic reaction records As a reaction SMILES: C(P1(=O)OP(CCC)(=O)OP(CCC)(=O)O1)CC.C(N(CC)C(C)C)(C)C.[F:28][C:29]([F:39])([F:38])[C@H:30]([NH2:37])[C:31]1[CH:36]=[CH:35][CH:34]=[CH:33][CH:32]=1.[CH3:40][CH:41]([S:43]([C:46]1[CH:47]=[C:48]2[C:53](=[CH:54][CH:55]=1)[N:52]=[C:51]([C:56]1[CH:61]=[CH:60][CH:59]=[C:58]([C:62]([F:65])([F:64])[F:63])[CH:57]=1)[C:50]([CH2:66][N:67]1[CH2:72][CH2:71][C:70](=[O:73])[CH:69]([CH3:74])[CH2:68]1)=[C:49]2[C:75](O)=[O:76])(=[O:45])=[O:44])[CH3:42].CCCP(=O)=O>C(OCC)(=O)C.ClCCl>[CH3:42][CH:41]([S:43]([C:46]1[CH:47]=[C:48]2[C:53](=[CH:54][CH:55]=1)[N:52]=[C:51]([C:56]1[CH:61]=[CH:60][CH:59]=[C:58]([C:62]([F:63])([F:65])[F:64])[CH:57]=1)[C:50]([CH2:66][N:67]1[CH2:72][CH2:71][C:70](=[O:73])[CH:69]([CH3:74])[CH2:68]1)=[C:49]2[C:75]([NH:37][C@H:30]([C:31]1[CH:36]=[CH:35][CH:34]=[CH:33][CH:32]=1)[C:29]([F:38])([F:39])[F:28])=[O:76])(=[O:44])=[O:45])[CH3:40]. Product: CC(C)S(=O)(=O)C=1C=C2C(=C(C(=NC2=CC1)C1=CC(=CC=C1)C(F)(F)F)CN1CC(C(CC1)=O)C)C(=O)N[C@@H](C(F)(F)F)C1=CC=CC=C1 (6-[(1-methylethyl)sulfonyl]-3-[(3-methyl-4-oxo-1-piperidinyl)methyl]-2-[3-(trifluoromethyl)phenyl]-N-[(1R)-2,2,2-trifluoro-1-phenylethyl]-4-quinolinecarboxamide). Reported procedure: T3P (propylphosphonic anhydride) (0.698 mL of a 50% solution in ethyl acetate, 1.185 mmol), N,N-diisopropylethylamine (0.478 mL, 2.73 mmol), and [(1R)-2,2,2-trifluoro-1-phenylethyl]amine (0.251 g, 1.185 mmol) were added to a suspension of 6-[(1-methylethyl)sulfonyl]-3-[(3-methyl-4-oxo-1-piperidinyl)methyl]-2-[3-(trifluoromethyl)phenyl]-4-quinolinecarboxylic acid (0.5 g, 0.911 mmol) in dichloromethane (14.02 mL) at 0° C. After 90 min, additional T3P (propylphosphonic anhydride, 0.349 mL of a 50% ... Reaction conditions: time 90 minute. Yield: 67.0%. The solvent is C(C)(=O)OCC (ethyl acetate), ClCCl (dichloromethane), C(C)(=O)OCC (ethyl acetate), C(Cl)Cl (methylene chloride). The reactants are C(CC)P1(OP(OP(O1)(=O)CCC)(=O)CCC)=O (T3P), solution, C(C)(C)N(C(C)C)CC (N,N-diisopropylethylamine), FC([C@@H](C1=CC=CC=C1)N)(F)F ([(1R)-2,2,2-trifluoro-1-phenylethyl]amine), CC(C)S(=O)(=O)C=1C=C2C(=C(C(=NC2=CC1)C1=CC(=CC=C1)C(F)(F)F)CN1CC(C(CC1)=O)C)C(=O)O (6-[(1-methylethyl)sulfonyl]-3-[(3-methyl-4-oxo-1-piperidinyl)methyl]-2-[3-(trifluoromethyl)phenyl]-4-quinolinecarboxylic acid), C(CC)P1(OP(OP(O1)(=O)CCC)(=O)CCC)=O (T3P), CCCP(=O)=O (propylphosphonic anhydride), solution. The reactants are CC(C)(C)OC(=O)N1CCC(c2nc(-c3cn(S(=O)(=O)c4ccccc4)c4ncc(Br)cc34)cs2)CC1, CO, ClCCl, O=C(O)C(F)(F)F, [Na+], O=C([O-])O. The product is O=S(=O)(c1ccccc1)n1cc(-c2csc(C3CCNCC3)n2)c2cc(Br)cnc21. Reaction SMILES: [C:1]([O:2][C:3](=[O:4])[N:8]1[CH2:9][CH2:10][CH:11]([c:14]2[s:15][cH:16][c:17](-[c:19]3[cH:20][n:21]([S:29](=[O:30])(=[O:31])[c:32]4[cH:33][cH:34][cH:35][cH:36][cH:37]4)[c:22]4[n:23][cH:24][c:25]([Br:28])[cH:26][c:27]34)[n:18]2)[CH2:12][CH2:13]1)([CH3:5])([CH3:6])[CH3:7].[CH3:50][OH:51].[Cl:52][CH2:53][Cl:54].[F:38][C:39]([F:40])([F:41])[C:42]([OH:43])=[O:44].[Na+:49].[O-:45][C:46]([OH:47])=[O:48]>>[NH:8]1[CH2:9][CH2:10][CH:11]([c:14]2[s:15][cH:16][c:17](-[c:19]3[cH:20][n:21]([S:29](=[O:30])(=[O:31])[c:32]4[cH:33][cH:34][cH:35][cH:36][cH:37]4)[c:22]4[n:23][cH:24][c:25]([Br:28])[cH:26][c:27]34)[n:18]2)[CH2:12][CH2:13]1. The reactants are ClC1=CC=C(C=C1)S(=O)(=O)N=C=O ((p-chlorophenyl)-sulphonyl isocyanate), C(CCC)N=[N+]=[N-] (n-butylazide). The solvent is C1(=CC=CC=C1)C (toluene). Yields the product ClC1=CC=C(C=C1)S(=O)(=O)N1N=NN(C1=O)CCCC (1-(p-chlorophenylsulphonyl)-4-n-butyl-2-tetrazolin-5-one). As a reaction SMILES: [Cl:1][C:2]1[CH:7]=[CH:6][C:5]([S:8]([N:11]=[C:12]=[O:13])(=[O:10])=[O:9])=[CH:4][CH:3]=1.[CH2:14]([N:18]=[N+:19]=[N-:20])[CH2:15][CH2:16][CH3:17]>C1(C)C=CC=CC=1>[Cl:1][C:2]1[CH:3]=[CH:4][C:5]([S:8]([N:11]2[C:12](=[O:13])[N:18]([CH2:14][CH2:15][CH2:16][CH3:17])[N:19]=[N:20]2)(=[O:9])=[O:10])=[CH:6][CH:7]=1. Reported procedure: Equimolar mixtures of (p-chlorophenyl)-sulphonyl isocyanate and n-butylazide were dissolved at room temperature in toluene with a molar concentration of 0.6. 1-(p-chlorophenylsulphonyl)-4-n-butyl-2-tetrazolin-5-one was obtained, which was a white powder or a clear crystalline precipitate, according to whether the precipitation occurred fast or slow. The product had a melting range of 76.5°-77.5° C. The following results were obtained by elementary analysis: